Dataset: the Open Reaction Database (ORD), a public repository of structured organic reaction records. Task: describe an organic reaction: reactants, conditions, products, and yield Procedure details: 2-(2-Hydroxyphenyl)isoxazolo[2,3-a]pyridinium bromide from Example 1 (5.0 g) is refluxed in acetic anhydride (40 ml) under nitrogen for 60-90 minutes. The solution is cooled, and the solvent is evaporated. The oily residue is diluted with ethyl acetate to crystallize the product. Recrystallization from isopropanol gives gray-white crystals (4.16 g, 73%), m.p. 198°-201° C. Product: [Br-].C(C)(=O)OC1=C(C=CC=C1)C1=CC=2[N+](=CC=CC2)O1 (2-(2-Acetyloxyphenyl)Isoxazolo[2,3-a]Pyridinium Bromide). RXN SMILES: [Br-:1].[OH:2][C:3]1[CH:8]=[CH:7][CH:6]=[CH:5][C:4]=1[C:9]1[O:17][N+:12]2=[CH:13][CH:14]=[CH:15][CH:16]=[C:11]2[CH:10]=1.[C:18](OC(=O)C)(=[O:20])[CH3:19]>>[Br-:1].[C:18]([O:2][C:3]1[CH:8]=[CH:7][CH:6]=[CH:5][C:4]=1[C:9]1[O:17][N+:12]2=[CH:13][CH:14]=[CH:15][CH:16]=[C:11]2[CH:10]=1)(=[O:20])[CH3:19] |f:0.1,3.4|. Reactants: [Br-].OC1=C(C=CC=C1)C1=CC=2[N+](=CC=CC2)O1 (2-(2-Hydroxyphenyl)Isoxazolo[2,3-a]Pyridinium Bromide), C(C)(=O)OC(C)=O (acetic anhydride). Isolated yield 73.0%. Starting materials: CN=C=O, [Ca+2], [H-], [H-], CC(=O)N1N=C(c2ccc(N)cc2)c2cc3c(cc2CC1C)OCO3, c1ccccc1. Product: CNC(=O)Nc1ccc(C2=NN(C(C)=O)C(C)Cc3cc4c(cc32)OCO4)cc1. RXN SMILES: [CH3:29][N:30]=[C:31]=[O:32].[Ca+2:27].[H-:26].[H-:28].[NH2:1][c:2]1[cH:3][cH:4][c:5]([C:8]2=[N:9][N:10]([C:23]([CH3:24])=[O:25])[CH:11]([CH3:22])[CH2:12][c:13]3[c:14]2[cH:15][c:16]2[c:17]([cH:18]3)[O:19][CH2:20][O:21]2)[cH:6][cH:7]1.[cH:33]1[cH:34][cH:35][cH:36][cH:37][cH:38]1>>[NH:1]([c:2]1[cH:3][cH:4][c:5]([C:8]2=[N:9][N:10]([C:23]([CH3:24])=[O:25])[CH:11]([CH3:22])[CH2:12][c:13]3[c:14]2[cH:15][c:16]2[c:17]([cH:18]3)[O:19][CH2:20][O:21]2)[cH:6][cH:7]1)[C:31]([NH:30][CH3:29])=[O:32]. Starting materials: C(C1=CC=CC=C1)OCC=1NC(=C(N1)C(F)(F)F)C=1C(=CC(=C(C(=O)OC)C1)C)C (methyl 5-(2-((benzyloxy)methyl)-4-(trifluoromethyl)-1H-imidazol-5-yl)-2,4-dimethylbenzoate), [H][H] (hydrogen), C(C1=CC=CC=C1)OCC=1NC(=C(N1)C(F)(F)F)C=1C(=CC(=C(C(=O)OC)C1)C)C (methyl 5-(2-((benzyloxy)methyl)-4-(trifluoromethyl)-1H-imidazol-5-yl)-2,4-dimethylbenzoate), Cl (HCl). Reagents/catalysts: [Pd] (Palladium on carbon). The solvent is CO (methanol). Run at time 2 hour. Product: OCC=1NC(=C(N1)C(F)(F)F)C=1C(=CC(=C(C(=O)OC)C1)C)C (Methyl 5-(2-(hydroxymethyl)-4-(trifluoromethyl)-1H-imidazol-5-yl)-2,4-dimethylbenzoate). Yield: 84.6%. Reaction SMILES: C([O:8][CH2:9][C:10]1[NH:11][C:12]([C:19]2[C:20]([CH3:30])=[CH:21][C:22]([CH3:29])=[C:23]([CH:28]=2)[C:24]([O:26][CH3:27])=[O:25])=[C:13]([C:15]([F:18])([F:17])[F:16])[N:14]=1)C1C=CC=CC=1.Cl.[H][H]>CO.[Pd]>[OH:8][CH2:9][C:10]1[NH:11][C:12]([C:19]2[C:20]([CH3:30])=[CH:21][C:22]([CH3:29])=[C:23]([CH:28]=2)[C:24]([O:26][CH3:27])=[O:25])=[C:13]([C:15]([F:16])([F:18])[F:17])[N:14]=1. Procedure details: Into a 50-mL round-bottom flask, under a nitrogen atmosphere, was placed a solution of methyl 5-(2-((benzyloxy)methyl)-4-(trifluoromethyl)-1H-imidazol-5-yl)-2,4-dimethylbenzoate (compound 219.3, 150 mg, 0.36 mmol) in methanol (8 mL). Palladium on carbon (150 mg, 1.00 equiv) and HCl (4 M, 2 mL) were added to the reaction under a nitrogen atmosphere. To the above hydrogen (1 atm) was introduced. The reaction mixture was stirred for 2 h at room temperature. The system was purged with nitrogen, then... Starting materials: O=C(O)Cc1ccc(CBr)cc1, C(=NC1CCCCC1)=NC1CCCCC1, ClCCl, CC(C)(C)c1cnc(CSc2cnc(N)s2)o1. The product is CC(C)(C)c1cnc(CSc2cnc(NC(=O)Cc3ccc(CBr)cc3)s2)o1. Reaction SMILES: [Br:33][CH2:34][c:35]1[cH:36][cH:37][c:38]([CH2:41][C:42](=[O:43])[OH:44])[cH:39][cH:40]1.[CH2:1]1[CH2:2][CH2:3][CH:4]([N:5]=[C:6]=[N:7][CH:8]2[CH2:9][CH2:10][CH2:11][CH2:12][CH2:13]2)[CH2:14][CH2:15]1.[Cl:45][CH2:46][Cl:47].[NH2:16][c:17]1[s:18][c:19]([S:22][CH2:23][c:24]2[o:25][c:26]([C:29]([CH3:30])([CH3:31])[CH3:32])[cH:27][n:28]2)[cH:20][n:21]1>>[NH:16]([c:17]1[s:18][c:19]([S:22][CH2:23][c:24]2[o:25][c:26]([C:29]([CH3:30])([CH3:31])[CH3:32])[cH:27][n:28]2)[cH:20][n:21]1)[C:42]([CH2:41][c:38]1[cH:37][cH:36][c:35]([CH2:34][Br:33])[cH:40][cH:39]1)=[O:43]. Reactants: COc1c(-c2ccc(C(F)(F)F)cc2CBr)cc(C(C)C)c(F)c1O, C1CCOC1, [Cl-], CC1NC(=O)OC1c1cc(C(F)(F)F)cc(C(F)(F)F)c1, [H-], [NH4+], [Na+]. Product: COc1c(-c2ccc(C(F)(F)F)cc2CN2C(=O)OC(c3cc(C(F)(F)F)cc(C(F)(F)F)c3)C2C)cc(C(C)C)c(F)c1O. Reaction SMILES: [Br:24][CH2:25][c:26]1[c:27](-[c:36]2[c:37]([O:47][CH3:48])[c:38]([OH:46])[c:39]([F:45])[c:40]([CH:42]([CH3:43])[CH3:44])[cH:41]2)[cH:28][cH:29][c:30]([C:32]([F:33])([F:34])[F:35])[cH:31]1.[CH2:51]1[O:52][CH2:53][CH2:54][CH2:55]1.[Cl-:49].[F:3][C:4]([c:5]1[cH:6][c:7]([CH:15]2[CH:16]([CH3:21])[NH:17][C:18](=[O:20])[O:19]2)[cH:8][c:9]([C:11]([F:12])([F:13])[F:14])[cH:10]1)([F:22])[F:23].[H-:1].[NH4+:50].[Na+:2]>>[F:3][C:4]([c:5]1[cH:6][c:7]([CH:15]2[CH:16]([CH3:21])[N:17]([CH2:25][c:26]3[c:27](-[c:36]4[c:37]([O:47][CH3:48])[c:38]([OH:46])[c:39]([F:45])[c:40]([CH:42]([CH3:43])[CH3:44])[cH:41]4)[cH:28][cH:29][c:30]([C:32]([F:33])([F:34])[F:35])[cH:31]3)[C:18](=[O:20])[O:19]2)[cH:8][c:9]([C:11]([F:12])([F:13])[F:14])[cH:10]1)([F:22])[F:23]. The reactants are CN(C)C=O, CC12C=C(Cl)C3(CC1CCC1C2CCC2(C)C(O)CCC12)OCCO3, O=[Cr](=O)([O-])O[Cr](=O)(=O)[O-], c1cc[nH+]cc1, c1cc[nH+]cc1. The product is CC12CCC3C(CCC4CC5(OCCO5)C(Cl)=CC43C)C1CCC2=O. Reaction SMILES: [CH3:47][N:48]([CH3:49])[CH:50]=[O:51].[Cl:1][C:2]1=[CH:19][C:18]2([CH3:20])[CH:5]([CH2:4][C:3]13[O:22][CH2:23][CH2:24][O:25]3)[CH2:6][CH2:7][CH:8]1[CH:9]3[CH2:10][CH2:11][CH:12]([OH:21])[C:13]3([CH3:14])[CH2:15][CH2:16][CH:17]12.[Cr:26]([O:27][Cr:28]([O-:29])(=[O:30])=[O:31])([O-:32])(=[O:33])=[O:34].[nH+:35]1[cH:36][cH:37][cH:38][cH:39][cH:40]1.[nH+:41]1[cH:42][cH:43][cH:44][cH:45][cH:46]1>>[Cl:1][C:2]1=[CH:19][C:18]2([CH3:20])[CH:5]([CH2:4][C:3]13[O:22][CH2:23][CH2:24][O:25]3)[CH2:6][CH2:7][CH:8]1[CH:9]3[CH2:10][CH2:11][C:12](=[O:21])[C:13]3([CH3:14])[CH2:15][CH2:16][CH:17]12.